Dataset: the Open Reaction Database (ORD), a public repository of structured organic reaction records. Task: describe an organic reaction: reactants, conditions, products, and yield Reactants: CC(C)(C)[O-], CC(=O)c1cccc(C)n1, CC(=O)O, CN(C)c1ccccc1-c1ccccc1P(C1CCCCC1)C1CCCCC1, COc1ccnc2ccc(Cl)cc12, [K+], CC(=O)[O-], CC(=O)[O-], O, [Pd+2]. Product: COc1ccnc2ccc(CC(=O)c3cccc(C)n3)cc12. Reaction SMILES: [CH3:42][C:43]([CH3:44])([O-:45])[CH3:46].[CH3:48][c:49]1[cH:50][cH:51][cH:52][c:53]([C:55]([CH3:56])=[O:57])[n:54]1.[CH3:68][C:69](=[O:70])[OH:71].[CH:14]1([P:15]([CH:16]2[CH2:17][CH2:18][CH2:19][CH2:20][CH2:21]2)[c:22]2[cH:23][cH:24][cH:25][cH:26][c:27]2-[c:28]2[cH:29][cH:30][cH:31][cH:32][c:33]2[N:34]([CH3:35])[CH3:36])[CH2:37][CH2:38][CH2:39][CH2:40][CH2:41]1.[Cl:1][c:2]1[cH:3][c:4]2[c:5]([O:12][CH3:13])[cH:6][cH:7][n:8][c:9]2[cH:10][cH:11]1.[K+:47].[O-:60][C:61]([CH3:62])=[O:63].[O-:64][C:65]([CH3:66])=[O:67].[OH2:58].[Pd+2:59]>>[c:2]1([CH2:56][C:55]([c:53]2[cH:52][cH:51][cH:50][c:49]([CH3:48])[n:54]2)=[O:57])[cH:3][c:4]2[c:5]([O:12][CH3:13])[cH:6][cH:7][n:8][c:9]2[cH:10][cH:11]1.